The task is: describe an organic reaction: reactants, conditions, products, and yield. This data is from the Open Reaction Database (ORD), a public repository of structured organic reaction records. Starting materials: BrC1=CC=C(C=2CC(OC21)CO)F ((±)-(7-bromo-4-fluoro-2,3-dihydro-1-benzofuran-2-yl)methanol), C1(=CC=C(C=C1)S(=O)(=O)Cl)C (p-toluenesulfonyl chloride), Intermediate 10. The solvent is N1=CC=CC=C1 (pyridine). Yields the product CC1=CC=C(C=C1)S(=O)(=O)OCC1OC2=C(C1)C(=CC=C2Br)F ((±)-(7-bromo-4-fluoro-2,3-dihydro-1-benzofuran-2-yl)methyl 4-methylbenzenesulfonate). Isolated yield 88.2%. Reaction SMILES: [Br:1][C:2]1[C:10]2[O:9][CH:8]([CH2:11][OH:12])[CH2:7][C:6]=2[C:5]([F:13])=[CH:4][CH:3]=1.[C:14]1([CH3:24])[CH:19]=[CH:18][C:17]([S:20](Cl)(=[O:22])=[O:21])=[CH:16][CH:15]=1>N1C=CC=CC=1>[CH3:24][C:14]1[CH:19]=[CH:18][C:17]([S:20]([O:12][CH2:11][CH:8]2[CH2:7][C:6]3[C:5]([F:13])=[CH:4][CH:3]=[C:2]([Br:1])[C:10]=3[O:9]2)(=[O:22])=[O:21])=[CH:16][CH:15]=1. Procedure details: Treatment of (±)-(7-bromo-4-fluoro-2,3-dihydro-1-benzofuran-2-yl)methanol (6.21 g, 0.025 mol) with p-toluenesulfonyl chloride (5.26 g, 0.028 mol) in pyridine (120 mL) generally according to the procedure described for Intermediate 10 afforded 8.85 g (88%) of (±)-(7-bromo-4-fluoro-2,3-dihydro-1-benzofuran-2-yl)methyl 4-methylbenzenesulfonate as a white solid. Rf=0.60 (silica, ethyl acetate:hexanes 1:1); mp 100-103° C.; Anal. calcd. for C16H14BrFO4S: C, 47.89; H, 3.52. Found: C, 47.89; H, 3.68. Starting materials: B#B (diborane), ClC1=C(C(=CC=2C(=NOC21)C)C(=O)O)N2C[C@H](O[C@H](C2)C)C (7-chloro-6-[(2R,6S)-2,6-dimethylmorpholin-4-yl]-3-methyl-1,2-benzoxazole-5-carboxylic acid), ClC1=C(C(=CC=2C(=NOC21)C)C(=O)O)N2C[C@H](O[C@H](C2)C)C (7-chloro-6-[(2R,6S)-2,6-dimethylmorpholin-4-yl]-3-methyl-1,2-benzoxazole-5-carboxylic acid), [BH4-].[Na+] (NaBH4), B(F)(F)F (BF3). The solvent is C1CCOC1 (THF), COCCOCCOC (diglyme). Reaction conditions: time 30 minute. Yields the product ClC1=C(C(=CC=2C(=NOC21)C)CO)N2C[C@H](O[C@H](C2)C)C ({7-chloro-6-[(2R,6S)-2,6-dimethylmorpholin-4-yl]-3-methyl-1,2-benzoxazol-5-yl}methanol). As a reaction SMILES: [BH4-].[Na+].B(F)(F)F.B#B.[Cl:9][C:10]1[C:18]2[O:17][N:16]=[C:15]([CH3:19])[C:14]=2[CH:13]=[C:12]([C:20](O)=[O:21])[C:11]=1[N:23]1[CH2:28][C@H:27]([CH3:29])[O:26][C@H:25]([CH3:30])[CH2:24]1>COCCOCCOC.C1COCC1>[Cl:9][C:10]1[C:18]2[O:17][N:16]=[C:15]([CH3:19])[C:14]=2[CH:13]=[C:12]([CH2:20][OH:21])[C:11]=1[N:23]1[CH2:24][C@H:25]([CH3:30])[O:26][C@H:27]([CH3:29])[CH2:28]1 |f:0.1|. Procedure details: To a stirred solution of NaBH4 (78 mg, 2.43 mmol) in diglyme (1 mL) was added BF3 (1.6 mL, 2.59 mmol), and the thus generated diborane gas was purged into solution of 7-chloro-6-[(2R,6S)-2,6-dimethylmorpholin-4-yl]-3-methyl-1,2-benzoxazole-5-carboxylic acid (Intermediate 302, 250 mg, 0.8 mmol) in THF (1 mL). The mixture was stirred at room temperature for 30 minutes before being quenched with methanol (1 mL) and concentrated. The residue was purified by column chromatography to give product as s... The reactants are C(C)(C)(C)OC(NC1(CCC1)C1=CC=C(C=C1)C=1C(=CC2=C(OC\C(\N2)=N/NC(C(F)F)=O)N1)C1=CC=CC=C1)=O ((E)-tert-butyl(1-(4-(2-(2-(2,2-difluoroacetyl)hydrazono)-7-phenyl-2,3-dihydro-1H-pyrido[2,3-b][1,4]oxazin-6-yl)phenyl)cyclobutyl)carbamate). Run in CC=1C=CC(=CC1)C (p-xylene). The product is FC(C1=NN=C2N1C1=C(OC2)N=C(C(=C1)C1=CC=CC=C1)C1=CC=C(C=C1)C1(CCC1)NC(OC(C)(C)C)=O)F (Tert-butyl (1-(4-(1-(difluoromethyl)-8-phenyl-4H-pyrido[2,3-b][1,2,4]triazolo[4,3-d][1,4]oxazin-7-yl)phenyl)cyclobutyl)carbamate). Isolated yield 19.4%. Reaction SMILES: [C:1]([O:5][C:6](=[O:41])[NH:7][C:8]1([C:12]2[CH:17]=[CH:16][C:15]([C:18]3[C:19]([C:35]4[CH:40]=[CH:39][CH:38]=[CH:37][CH:36]=4)=[CH:20][C:21]4[NH:26]/[C:25](=[N:27]/[NH:28][C:29](=O)[CH:30]([F:32])[F:31])/[CH2:24][O:23][C:22]=4[N:34]=3)=[CH:14][CH:13]=2)[CH2:11][CH2:10][CH2:9]1)([CH3:4])([CH3:3])[CH3:2]>CC1C=CC(C)=CC=1>[F:31][CH:30]([F:32])[C:29]1[N:26]2[C:21]3[CH:20]=[C:19]([C:35]4[CH:36]=[CH:37][CH:38]=[CH:39][CH:40]=4)[C:18]([C:15]4[CH:16]=[CH:17][C:12]([C:8]5([NH:7][C:6](=[O:41])[O:5][C:1]([CH3:4])([CH3:2])[CH3:3])[CH2:11][CH2:10][CH2:9]5)=[CH:13][CH:14]=4)=[N:34][C:22]=3[O:23][CH2:24][C:25]2=[N:27][N:28]=1. Reported procedure: A solution of (E)-tert-butyl(1-(4-(2-(2-(2,2-difluoroacetyl)hydrazono)-7-phenyl-2,3-dihydro-1H-pyrido[2,3-b][1,4]oxazin-6-yl)phenyl)cyclobutyl)carbamate (80 mg, 0.142 mmol) in p-xylene (1 ml) was heated to 150° C. for 15 minutes under microwave irradiation. The resulting reaction mixture was concentrated to dryness under reduced pressure and purified by Biotage silica gel chromatography (gradient 0% to 2% methanol in dichloromethane) to give the title compound (15 mg, 20%). LCMS (Method D): RT=1... Starting materials: ice water, C([O-])([O-])=O.[K+].[K+] (potassium carbonate), BrC1=CC=C(C=C1)CC(C)(O)C (1-(4-bromophenyl)-2-methyl-propan-2-ol), C(C)#N (acetonitrile), S(O)(O)(=O)=O (sulfuric acid). Solvent: C(C)(=O)O (acetic acid). Run at time 72 hour. Yields the product BrC1=CC=C(C=C1)CC(C)(C)NC(C)=O (N-[2-(4-bromophenyl)-1,1-dimethyl-ethyl]acetamide). Isolated yield 80.0%. RXN SMILES: [Br:1][C:2]1[CH:7]=[CH:6][C:5]([CH2:8][C:9]([CH3:12])(O)[CH3:10])=[CH:4][CH:3]=1.[C:13](#[N:15])[CH3:14].S(=O)(=O)(O)[OH:17].C(=O)([O-])[O-].[K+].[K+]>C(O)(=O)C>[Br:1][C:2]1[CH:7]=[CH:6][C:5]([CH2:8][C:9]([NH:15][C:13](=[O:17])[CH3:14])([CH3:12])[CH3:10])=[CH:4][CH:3]=1 |f:3.4.5|. Procedure details: A solution of 3.5 g (15.4 mmol) of 1-(4-bromophenyl)-2-methyl-propan-2-ol in 20 ml of glacial acetic acid was treated with 630 mg (15.4 mmol) of acetonitrile and cooled in ice. 10 ml of concentrated sulfuric acid was added slowly and the mixture stirred for 72 hours. The mixture was poured into 300 ml of ice/water and neutralised with potassium carbonate. The product was extracted with diethyl ether (2×250 ml). The combined organic phases were dried over magnesium sulfate, filtered and evaporate... The reactants are IN1C(CCC1=O)=O (N-Iodo succinimide), CN1N=C(N=N1)C1=CC=2N(C=C1)C=CN2 (7-(2-methyl-2H-tetrazol-5-yl)-imidazo[1,2-a]pyridine). Run in CN(C)C=O (DMF). Reaction conditions: time 5 hour. The product is IC1=CN=C2N1C=CC(=C2)C=2N=NN(N2)C (3-Iodo-7-(2-methyl-2H-tetrazol-5-yl)-imidazo[1,2-a]pyridine). The yield is 92.0%. RXN SMILES: [I:1]N1C(=O)CCC1=O.[CH3:9][N:10]1[N:14]=[N:13][C:12]([C:15]2[CH:20]=[CH:19][N:18]3[CH:21]=[CH:22][N:23]=[C:17]3[CH:16]=2)=[N:11]1>CN(C=O)C>[I:1][C:21]1[N:18]2[CH:19]=[CH:20][C:15]([C:12]3[N:13]=[N:14][N:10]([CH3:9])[N:11]=3)=[CH:16][C:17]2=[N:23][CH:22]=1. Procedure details: N-Iodo succinimide (300 mg, 1.3 mmol) was added in one portion to a stirred suspension of 7-(2-methyl-2H-tetrazol-5-yl)-imidazo[1,2-a]pyridine (240 mg, 1.2 mmol) in dry DMF (2 ml) at RT under N2. After 5 hours, the reaction was quenched with saturated aqueous sodium thiosulphate/saturated aqueous NaHCO3 (1:1, 2 ml). Water (2 ml) was then added and the mixture was stirred at RT for 15 minutes. The solid was collected by filtration and dried in vacuo to give the title compound (360 mg) as a cream ... Reactants: CC(=NO)C12CC3CC(CC(C1)C3)C2 (1-adamantyl methyl ketoxime), Cl (hydrochloric acid). Reagents/catalysts: [Pt] (Pt/C). Solvent: C(C)O (ethanol). Conditions: time 8 hour. Product: CC(C12CC3CC(C1)CC(C3)C2)N.Cl (rimantadine hydrochloride). The yield is 75.0%. As a reaction SMILES: [CH3:1][C:2]([C:5]12[CH2:14][CH:9]3[CH2:10][CH:11]([CH2:13][CH:7]([CH2:8]3)[CH2:6]1)[CH2:12]2)=[N:3]O.[ClH:15]>[Pt].C(O)C>[CH3:1][CH:2]([NH2:3])[C:5]12[CH2:6][CH:7]3[CH2:13][CH:11]([CH2:10][CH:9]([CH2:8]3)[CH2:14]1)[CH2:12]2.[ClH:15] |f:4.5|. Procedure: Into a Parr hydrogenation flask were placed 0.35 g of 5% Pt/C, 1.9 g of 1-adamantyl methyl ketoxime, 230 ml of ethanol and 2.0 ml of conc. hydrochloric acid. The flask was purged with hydrogen and then the hydrogenation reaction was initiated. Pressure was set at 34 psia (234 KPa) at ambient temperature and the reaction conducted overnight. The catalyst was removed by filtration and washed with 50 ml ethanol. The combined ethanol solution was distilled to dryness under vacuum. The remaining whit... The reactants are CO, CCOC(=O)CC1(C)OCCO1, Cl, [Na+], [OH-]. Yields the product CC1(CC(=O)O)OCCO1. Reaction SMILES: [CH3:16][OH:17].[CH3:1][C:2]1([CH2:7][C:8](=[O:9])[O:10][CH2:11][CH3:12])[O:3][CH2:4][CH2:5][O:6]1.[ClH:15].[Na+:14].[OH-:13]>>[CH3:1][C:2]1([CH2:7][C:8](=[O:9])[OH:10])[O:3][CH2:4][CH2:5][O:6]1. Starting materials: CCOc1cc(C(C)(C)C)ncc1C1=NC(C)(c2ccc(Cl)cc2)C(C)(c2ccc(Cl)cc2)N1C(=O)Cl, C1CNCCN1. Product: CCOc1cc(C(C)(C)C)ncc1C1=NC(C)(c2ccc(Cl)cc2)C(C)(c2ccc(Cl)cc2)N1C(=O)N1CCNCC1. Reaction SMILES: [C:1]([CH3:2])([CH3:3])([CH3:4])[c:5]1[cH:6][c:7]([O:35][CH2:36][CH3:37])[c:8]([C:11]2=[N:15][C:14]([CH3:16])([c:17]3[cH:18][cH:19][c:20]([Cl:23])[cH:21][cH:22]3)[C:13]([CH3:24])([c:25]3[cH:26][cH:27][c:28]([Cl:31])[cH:29][cH:30]3)[N:12]2[C:32](=[O:33])[Cl:34])[cH:9][n:10]1.[CH2:38]1[CH2:39][NH:40][CH2:41][CH2:42][NH:43]1>>[C:1]([CH3:2])([CH3:3])([CH3:4])[c:5]1[cH:6][c:7]([O:35][CH2:36][CH3:37])[c:8]([C:11]2=[N:15][C:14]([CH3:16])([c:17]3[cH:18][cH:19][c:20]([Cl:23])[cH:21][cH:22]3)[C:13]([CH3:24])([c:25]3[cH:26][cH:27][c:28]([Cl:31])[cH:29][cH:30]3)[N:12]2[C:32](=[O:33])[N:40]2[CH2:39][CH2:38][NH:43][CH2:42][CH2:41]2)[cH:9][n:10]1. Reactants: C1C(CC2=CC=CC=C12)=O (2-Indanone), Cl.C(C)OC(CN)=O (glycine ethyl ester hydrochloride), C(#N)[BH3-].[Na+] (sodium cyanoborohydride). Solvent: C(C)O (ethanol). Reaction conditions: time 8 hour. Product: C1C(CC2=CC=CC=C12)NCC(=O)OCC (Ethyl N-(2-indanyl)glycinate). Yield: 50.4%. As a reaction SMILES: [CH2:1]1[C:9]2[C:4](=[CH:5][CH:6]=[CH:7][CH:8]=2)[CH2:3][C:2]1=O.Cl.[CH2:12]([O:14][C:15](=[O:18])[CH2:16][NH2:17])[CH3:13].C([BH3-])#N.[Na+]>C(O)C>[CH2:1]1[C:9]2[C:4](=[CH:5][CH:6]=[CH:7][CH:8]=2)[CH2:3][CH:2]1[NH:17][CH2:16][C:15]([O:14][CH2:12][CH3:13])=[O:18] |f:1.2,3.4|. Procedure: 2-Indanone (25.1 g. 0.19 mol) and glycine ethyl ester hydrochloride (34.5 g, 0.247 mol) were dissolved in absolute ethanol (700 mL) and sodium cyanoborohydride (25.8 g, 0.41 mol) was added in portions to the solution. After addition the mixture was allowed to sit at room temperature overnight. The ethanol was removed under reduced pressure and the residue treated with water and extracted into ethyl acetate. The organic extract was repeatedly washed with saturated aqueous solutions of sodium bica...